describe an organic reaction: reactants, conditions, products, and yield From a dataset of the Open Reaction Database (ORD), a public repository of structured organic reaction records. Reactants: C(C)OC(=O)C=1C=2C[C@@H]3[C@H](C2N(N1)C1=C(C=C(C=C1)F)F)C3 ((1aR,5aR)-2-(2,4-Difluoro-phenyl)-1a,2,5,5a-tetrahydro-1H-2,3-diaza-cyclopropa[a]pentalene-4-carboxylic acid ethyl ester), N (ammonia). Run in methanolic solution. Conditions: temperature 100 celsius. The product is FC1=C(C=CC(=C1)F)N1N=C(C=2C[C@@H]3[C@H](C12)C3)C(=O)N ((1aR,5aR)-2-(2,4-Difluoro-phenyl)-1a,2,5,5a-tetrahydro-1H-2,3-diaza-cyclopropa[a]pentalene-4-carboxylic Acid Amide). Yield: 67.5%. RXN SMILES: C([O:3][C:4]([C:6]1[C:7]2[CH2:8][C@H:9]3[CH2:22][C@H:10]3[C:11]=2[N:12]([C:14]2[CH:19]=[CH:18][C:17]([F:20])=[CH:16][C:15]=2[F:21])[N:13]=1)=O)C.[NH3:23]>>[F:21][C:15]1[CH:16]=[C:17]([F:20])[CH:18]=[CH:19][C:14]=1[N:12]1[C:11]2[C@@H:10]3[CH2:22][C@@H:9]3[CH2:8][C:7]=2[C:6]([C:4]([NH2:23])=[O:3])=[N:13]1. Procedure: (1aR,5aR)-2-(2,4-Difluoro-phenyl)-1a,2,5,5a-tetrahydro-1H-2,3-diaza-cyclopropa[a]pentalene-4-carboxylic acid ethyl ester (200 mg, 0.657 mmol) was partially dissolved in a 7 M methanolic solution of ammonia (2 mL, 14.00 mmol). The mixture was heated under microwave irradiation in a sealed, thick-walled glass tube for 1 h at 100° C., then 2 h at 120° C. and 12 h at 125° C. The methanol was removed under reduced pressure. The remaining residue was triturated with ether and the precipitate was colle...